From a dataset of the Open Reaction Database (ORD), a public repository of structured organic reaction records. describe an organic reaction: reactants, conditions, products, and yield Reactants: COC=1C=C2C=C(C=NC2=CC1)C(=O)O (6-methoxy-quinoline-3-carboxylic acid), COC(=O)[C@@H]1CC[C@H](CC1)N(C)CC1=CC2=C(OCCO2)C=C1 (trans-4-[(2,3-dihydro-benzo[1,4]dioxin-6-ylmethyl)-methyl-amino]-cyclohexanecarboxylic acid methyl ester). Product: O1CCOC2=C1C=CC(=C2)CN([C@@H]2CC[C@H](CC2)COC(=O)C=2C=NC1=CC=C(C=C1C2)OC)C (6-methoxy-quinoline-3-carboxylic acid trans-4-[(2,3-dihydro-benzo[1,4]dioxin-6-ylmethyl)-methyl-amino]-cyclohexylmethyl ester). As a reaction SMILES: [CH3:1][O:2][C:3]1[CH:4]=[C:5]2[C:10](=[CH:11][CH:12]=1)[N:9]=[CH:8][C:7]([C:13]([OH:15])=[O:14])=[CH:6]2.CO[C:18]([C@H:20]1[CH2:25][CH2:24][C@H:23]([N:26]([CH2:28][C:29]2[CH:38]=[CH:37][C:32]3[O:33][CH2:34][CH2:35][O:36][C:31]=3[CH:30]=2)[CH3:27])[CH2:22][CH2:21]1)=O>>[O:33]1[C:32]2[CH:37]=[CH:38][C:29]([CH2:28][N:26]([CH3:27])[C@H:23]3[CH2:24][CH2:25][C@H:20]([CH2:18][O:14][C:13]([C:7]4[CH:8]=[N:9][C:10]5[C:5]([CH:6]=4)=[CH:4][C:3]([O:2][CH3:1])=[CH:12][CH:11]=5)=[O:15])[CH2:21][CH2:22]3)=[CH:30][C:31]=2[O:36][CH2:35][CH2:34]1. Procedure: The title compound is prepared as a yellow oil following Scheme 2 and in analogy to Example 28 using 6-methoxy-quinoline-3-carboxylic acid and trans-4-[(2,3-dihydro-benzo[1,4]dioxin-6-ylmethyl)-methyl-amino]-cyclohexanecarboxylic acid methyl ester as starting materials. Reactants: C(C)C=1C=NC=C(C1CO)CC ((3,5-diethylpyridin-4-yl)methanol), BrP(Br)Br (tribromophosphane). Run in C(Cl)(Cl)Cl (chloroform). Reaction conditions: time 8 hour. The product is BrCC1=C(C=NC=C1CC)CC (4-(bromomethyl)-3,5-diethylpyridine). As a reaction SMILES: [CH2:1]([C:3]1[CH:4]=[N:5][CH:6]=[C:7]([CH2:11][CH3:12])[C:8]=1[CH2:9]O)[CH3:2].[Br:13]P(Br)Br>C(Cl)(Cl)Cl>[Br:13][CH2:9][C:8]1[C:3]([CH2:1][CH3:2])=[CH:4][N:5]=[CH:6][C:7]=1[CH2:11][CH3:12]. Procedure: To a solution of (3,5-diethylpyridin-4-yl)methanol (1.50 g, 9.07 mmol) in anhydrous chloroform (40 mL) at 0° C. was added dropwise tribromophosphane (2.48 g, 0.861 mL, 9.16 mmol). The reaction mixture was allowed to stir overnight at room temperature. The solvent was evaporated to provide crude 4-(bromomethyl)-3,5-diethylpyridine, which was used for the next step without any further purification; M+ 229.2. Reactants: FCC(=O)NC=1C(=NC=CC1)N1CCNCC1 (1-[3-(2-fluoroacetamido)-2-pyridinyl]piperazine), [H-].[Al+3].[Li+].[H-].[H-].[H-] (lithium aluminum hydride). Product: FCCNC=1C(=NC=CC1)N1CCNCC1 (1-[3-(2-Fluoroethylamino)-2-pyridinyl]piperazine). Reaction SMILES: [F:1][CH2:2][C:3]([NH:5][C:6]1[C:7]([N:12]2[CH2:17][CH2:16][NH:15][CH2:14][CH2:13]2)=[N:8][CH:9]=[CH:10][CH:11]=1)=O.[H-].[Al+3].[Li+].[H-].[H-].[H-]>>[F:1][CH2:2][CH2:3][NH:5][C:6]1[C:7]([N:12]2[CH2:13][CH2:14][NH:15][CH2:16][CH2:17]2)=[N:8][CH:9]=[CH:10][CH:11]=1 |f:1.2.3.4.5.6|. Procedure: Following the general procedure of PREPARATION 103 and making non-critical variations but starting with 1-[3-(2-fluoroacetamido)-2-pyridinyl]piperazine (PREPARATION 105, 1.4 g), lithium aluminum hydride (11.76 ml, 1M in tetrahydrofuran), the title compound is obtained. The reactants are CCOC(=O)C=C1CCCCC1c1cccc(OC)c1, c1ccccc1. Yields the product CCOC(=O)CC1=C(c2cccc(OC)c2)CCCC1. Reaction SMILES: [CH3:1][O:2][c:3]1[cH:4][c:5]([CH:9]2[C:10](=[CH:15][C:16](=[O:17])[O:18][CH2:19][CH3:20])[CH2:11][CH2:12][CH2:13][CH2:14]2)[cH:6][cH:7][cH:8]1.[cH:21]1[cH:22][cH:23][cH:24][cH:25][cH:26]1>>[CH3:1][O:2][c:3]1[cH:4][c:5]([C:9]2=[C:10]([CH2:15][C:16](=[O:17])[O:18][CH2:19][CH3:20])[CH2:11][CH2:12][CH2:13][CH2:14]2)[cH:6][cH:7][cH:8]1. Reactants: C([O-])([O-])=O.[K+].[K+] (potassium carbonate), CC(=O)C1=CC=C(C=C1)Br (4-bromoacetophenone), COC(N(C)C)OC (N,N-dimethylformamide dimethyl acetal), C(C)OCCO (dimethylene glycol monoethyl ether), Cl.NC(=N)N (guanidine hydrochloride). Yields the product BrC1=CC=C(C=C1)C1=NC(=NC=C1)N (4-(4-Bromophenyl)pyrimidin-2-amine). Reaction SMILES: [CH3:1][C:2]([C:4]1[CH:9]=[CH:8][C:7]([Br:10])=[CH:6][CH:5]=1)=O.[CH3:11]OC(OC)N(C)C.Cl.[NH2:20][C:21]([NH2:23])=[NH:22].C(=O)([O-])[O-].[K+].[K+].C(OCCO)C>>[Br:10][C:7]1[CH:8]=[CH:9][C:4]([C:2]2[CH:1]=[CH:11][N:20]=[C:21]([NH2:23])[N:22]=2)=[CH:5][CH:6]=1 |f:2.3,4.5.6|. Reported procedure: 4-(4-Bromophenyl)pyrimidin-2-amine was prepared by the reaction of 4-bromoacetophenone with N,N-dimethylformamide dimethyl acetal followed by cyclisation with guanidine hydrochloride in presence of suitable base such as potassium carbonate in refluxing dimethylene glycol monoethyl ether. 1H NMR (300 MHz, DMSO-d6) 6 6.69 (br s, 2H), 7.11 (d, J =5.1 Hz, 1H), 7.67 (d, J =8.4 Hz, 2H), 7.99 (d, J =8.1 Hz, 2H), 8.29 (d, J =4.8, 1H.